From a dataset of the Open Reaction Database (ORD), a public repository of structured organic reaction records. describe an organic reaction: reactants, conditions, products, and yield Reactants: O=C([O-])[O-], CCc1nc(C[P+](c2ccccc2)(c2ccccc2)c2ccccc2)cs1, CN(C)C=O, CCOC(=O)Cc1ccc(-c2nc(COc3ccc(COc4nn(-c5ccccc5)cc4C=O)cc3OC)c(C)o2)cc1, [Cl-], [K+], [K+], O. The product is CCOC(=O)Cc1ccc(-c2nc(COc3ccc(COc4nn(-c5ccccc5)cc4C=Cc4csc(CC)n4)cc3OC)c(C)o2)cc1. Reaction SMILES: [C:72](=[O:73])([O-:74])[O-:75].[CH2:45]([CH3:46])[c:47]1[s:48][cH:49][c:50]([CH2:52][P+:53]([c:54]2[cH:55][cH:56][cH:57][cH:58][cH:59]2)([c:60]2[cH:61][cH:62][cH:63][cH:64][cH:65]2)[c:66]2[cH:67][cH:68][cH:69][cH:70][cH:71]2)[n:51]1.[CH3:78][N:79]([CH3:80])[CH:81]=[O:82].[CH:1](=[O:2])[c:3]1[c:4]([O:14][CH2:15][c:16]2[cH:17][c:18]([O:42][CH3:43])[c:19]([O:20][CH2:21][c:22]3[n:23][c:24](-[c:28]4[cH:29][cH:30][c:31]([CH2:34][C:35](=[O:36])[O:37][CH2:38][CH3:39])[cH:32][cH:33]4)[o:25][c:26]3[CH3:27])[cH:40][cH:41]2)[n:5][n:6](-[c:8]2[cH:9][cH:10][cH:11][cH:12][cH:13]2)[cH:7]1.[Cl-:44].[K+:76].[K+:77].[OH2:83]>>[CH:1]([c:3]1[c:4]([O:14][CH2:15][c:16]2[cH:17][c:18]([O:42][CH3:43])[c:19]([O:20][CH2:21][c:22]3[n:23][c:24](-[c:28]4[cH:29][cH:30][c:31]([CH2:34][C:35](=[O:36])[O:37][CH2:38][CH3:39])[cH:32][cH:33]4)[o:25][c:26]3[CH3:27])[cH:40][cH:41]2)[n:5][n:6](-[c:8]2[cH:9][cH:10][cH:11][cH:12][cH:13]2)[cH:7]1)=[CH:52][c:50]1[cH:49][s:48][c:47]([CH2:45][CH3:46])[n:51]1. Starting materials: CC=1C=C(C(=O)OC)C=CC1C (methyl 3,4-dimethylbenzoate), ( 3 ), C(C1=CC=CC=C1)N (benzylamine), BrN1C(CCC1=O)=O (N-bromosuccinimide), BrCC=1C=C(C(=O)OC)C=CC1CBr (methyl 3,4-bis-(bromomethyl)benzoate). The reagents and catalysts are C(C1=CC=CC=C1)(=O)OOC(C1=CC=CC=C1)=O (benzoyl peroxide). The solvent is C(Cl)(Cl)(Cl)Cl (carbontetrachloride), C(C)N(CC)CC (triethylamine). The product is C(C1=CC=CC=C1)N1CC2=CC=C(C=C2C1)C(=O)OC (2-benzyl-5-methoxycarbonylisoindoline). Yield: 54.4%. Reaction SMILES: [CH3:1][C:2]1[CH:3]=[C:4]([CH:9]=[CH:10][C:11]=1[CH3:12])[C:5]([O:7][CH3:8])=[O:6].BrN1C(=O)CCC1=O.BrCC1C=C(C=CC=1CBr)C(OC)=O.[CH2:35]([NH2:42])[C:36]1[CH:41]=[CH:40][CH:39]=[CH:38][CH:37]=1>C(OOC(=O)C1C=CC=CC=1)(=O)C1C=CC=CC=1.C(N(CC)CC)C.C(Cl)(Cl)(Cl)Cl>[CH2:35]([N:42]1[CH2:1][C:2]2[C:11](=[CH:10][CH:9]=[C:4]([C:5]([O:7][CH3:8])=[O:6])[CH:3]=2)[CH2:12]1)[C:36]1[CH:41]=[CH:40][CH:39]=[CH:38][CH:37]=1. Reported procedure: 18.1 g of methyl 3,4-dimethylbenzoate, 39.2 g of N-bromosuccinimide, 200 mg of benzoyl peroxide, and 200 ml of carbontetrachloride were processed in a similar manner as in Reference Example 6-(1) to give a mixture containing methyl 3,4-bis-(bromomethyl)benzoate as a major component. (3) The procedure of Reference Example 14-(3) was followed using the whole mixture prepared above, 11.8 g of benzylamine, and 22.9 g of triethylamine to give 16.0 g of 2-benzyl-5-methoxycarbonylisoindoline. The reactants are OC1(CCCC1)C1=CC=CC=C1 (1-hydroxy-1-phenylcyclopentane). Run in C1CCOC1 (THF). The product is C1(=CC=CC=C1)C1=CCCC1 (phenylcyclopentene). Yield: 85.0%. As a reaction SMILES: O[C:2]1([C:7]2[CH:12]=[CH:11][CH:10]=[CH:9][CH:8]=2)[CH2:6][CH2:5][CH2:4][CH2:3]1>C1COCC1>[C:7]1([C:2]2[CH2:6][CH2:5][CH2:4][CH:3]=2)[CH:12]=[CH:11][CH:10]=[CH:9][CH:8]=1. Reported procedure: The same experiment as in Example 3 was carried out, except for using 50 ml of THF instead of 50 ml of CPME. The resulting reaction mixture was analyzed by gas chromatography to confirm that the target 1-hydroxy-1-phenylcyclopentane and phenylcyclopentene were obtained in a yield of 85% in total. Starting materials: [C]=O (carbon monoxide), C(C1=CC(C#N)=CC=C1)#N (isophthalonitrile), C1(=CC(=CC=C1)C)C (m-xylene), C1(=CC(=CC=C1)C)C (m-xylene), [H][H] (hydrogen), C(C1=CC(C#N)=CC=C1)#N (isophthalonitrile), liquid, N (ammonia), [C]=O (carbon monoxide), C(C1=CC(C#N)=CC=C1)#N (isophthalonitrile), C1(=CC(=CC=C1)C)C (m-xylene). The reagents and catalysts are [CH-]=O.[CH-]=O.[C-]#[O+].[C-]#[O+].[C-]#[O+].[C-]#[O+].[C-]#[O+].[C-]#[O+].[Co].[Co+2] (dicobalt octacarbonyl). Run at temperature 160 celsius, time 120 minute. Product: C=1(C(=C(C(=CC1)N)C)N)C (m-xylenediamine). Yield: 96.4%. As a reaction SMILES: C(#N)C1C=CC=C(C#[N:6])C=1.[C]=O.[H][H].[NH3:15].[C:16]1([CH3:23])[CH:21]=[CH:20][CH:19]=[C:18]([CH3:22])[CH:17]=1>[CH-]=O.[CH-]=O.[C-]#[O+].[C-]#[O+].[C-]#[O+].[C-]#[O+].[C-]#[O+].[C-]#[O+].[Co].[Co+2]>[C:16]1([CH3:23])[C:17]([NH2:6])=[C:18]([CH3:22])[C:19]([NH2:15])=[CH:20][CH:21]=1 |f:5.6.7.8.9.10.11.12.13.14,^3:10|. Reported procedure: 0.76 g of dicobalt octacarbonyl, 1 g of isophthalonitrile and 20 ml of m-xylene were charged into a 100 ml eggplant type flask equipped with a reflux condenser and a gas inlet tube and the air in the flask was thoroughly replaced while introducing carbon monoxide through the gas inlet tube. Thereafter, the flask was heated in an oil bath at 160° C. for 90 minutes under reflux while passing carbon monoxide therethrough. After the heating, the flask was cooled to room temperature and the resulting... As a reaction SMILES: [CH3:1][N:2]1[C:6]([CH3:7])=[CH:5][NH:4][C:3]1=[S:8].C(O)(=O)C.C(O)(=O)C.[OH:17][C:18]1[C:19]([CH2:28]O)=[CH:20][C:21]2[O:26][CH2:25][CH2:24][CH2:23][C:22]=2[CH:27]=1>>[CH3:1][N:2]1[C:6]([CH3:7])=[CH:5][N:4]=[C:3]1[S:8][CH2:28][C:19]1[C:18]([OH:17])=[CH:27][C:22]2[CH2:23][CH2:24][CH2:25][O:26][C:21]=2[CH:20]=1 |f:1.2.3|. Yield: 29.2%. Procedure details: In a manner analogous to Example 1, 1,5-dimethylimidazole-2-thione (0.80 g, 6.25 mmal) was treated with 6-hydroxy-7-hydroxymethyl-1,2,3,4-tetrahydrobenzopyran diacetate (1.70 g, 6.25 mmal) to afford 7-(((1,5-dimethyl-1H-imidazole-2-yl)thio)methyl)-6-hydroxy-1,2,3,4-tetrahydrobenzopyran (480 mg, 26%) mp 139°-140° C. The reactants are CN1C(NC=C1C)=S (1,5-dimethylimidazole-2-thione), C(C)(=O)O.C(C)(=O)O.OC=1C(=CC2=C(CCCO2)C1)CO (6-hydroxy-7-hydroxymethyl-1,2,3,4-tetrahydrobenzopyran diacetate). The product is CN1C(=NC=C1C)SCC1=CC2=C(CCCO2)C=C1O (7-(((1,5-dimethyl-1H-imidazole-2-yl)thio)methyl)-6-hydroxy-1,2,3,4-tetrahydrobenzopyran).